The task is: describe an organic reaction: reactants, conditions, products, and yield. This data is from the Open Reaction Database (ORD), a public repository of structured organic reaction records. The yield is 62.0%. Reactants: C(C)(C)(C)OC(NC1=C(C=C(C=C1)C(F)(F)F)N)=O ((2-amino-4-trifluoromethyl-phenyl)-carbamic acid tert-butyl ester), C(C)(C)(C)OC(CC(=O)C1=CC(=CC=C1)C1=CC(=NC=C1)C(C)C)=O (3-[3-(2-isopropyl-pyridin-4-yl)-phenyl]-3-oxo-propionic acid tert-butyl ester). Reported procedure: The title compound was prepared from (2-amino-4-trifluoromethyl-phenyl)-carbamic acid tert-butyl ester (Example J3) (207 mg, 0.75 mmol) and 3-[3-(2-isopropyl-pyridin-4-yl)-phenyl]-3-oxo-propionic acid tert-butyl ester (Example K39) (255 mg, 0.75 mmol) according to the general procedure M. Obtained as an off-white solid (250 mg, 62%). The product is C(C)(C)(C)OC(NC1=C(C=C(C=C1)C(F)(F)F)NC(CC(=O)C1=CC(=CC=C1)C1=CC(=NC=C1)C(C)C)=O)=O ((2-{3-[3-(2-Isopropyl-pyridin-4-yl)-phenyl]-3-oxo-propionylamino}-4-trifluoromethyl-phenyl)-carbamic acid tert-butyl ester), solid. As a reaction SMILES: [C:1]([O:5][C:6](=[O:19])[NH:7][C:8]1[CH:13]=[CH:12][C:11]([C:14]([F:17])([F:16])[F:15])=[CH:10][C:9]=1[NH2:18])([CH3:4])([CH3:3])[CH3:2].C([O:24][C:25](=O)[CH2:26][C:27]([C:29]1[CH:34]=[CH:33][CH:32]=[C:31]([C:35]2[CH:40]=[CH:39][N:38]=[C:37]([CH:41]([CH3:43])[CH3:42])[CH:36]=2)[CH:30]=1)=[O:28])(C)(C)C>>[C:1]([O:5][C:6](=[O:19])[NH:7][C:8]1[CH:13]=[CH:12][C:11]([C:14]([F:17])([F:16])[F:15])=[CH:10][C:9]=1[NH:18][C:25](=[O:24])[CH2:26][C:27]([C:29]1[CH:34]=[CH:33][CH:32]=[C:31]([C:35]2[CH:40]=[CH:39][N:38]=[C:37]([CH:41]([CH3:42])[CH3:43])[CH:36]=2)[CH:30]=1)=[O:28])([CH3:4])([CH3:2])[CH3:3].